Dataset: the Open Reaction Database (ORD), a public repository of structured organic reaction records. Task: describe an organic reaction: reactants, conditions, products, and yield Starting materials: CCOP(=O)(CP(=O)(OCC)OCC)OCC, CN(C)C=O, [H-], [Na+], O, COc1cc(COc2nn(CCO)cc2C=O)ccc1OCc1nc(-c2ccco2)oc1C. The product is CCOP(=O)(C=Cc1cn(CCO)nc1OCc1ccc(OCc2nc(-c3ccco3)oc2C)c(OC)c1)OCC. Reaction SMILES: [CH2:34]([P:35](=[O:36])([O:37][CH2:38][CH3:39])[O:40][CH2:41][CH3:42])[P:43]([O:44][CH2:45][CH3:46])([O:47][CH2:48][CH3:49])=[O:50].[CH3:51][N:52]([CH3:53])[CH:54]=[O:55].[H-:56].[Na+:57].[OH2:58].[o:1]1[c:2](-[c:6]2[o:7][c:8]([CH3:33])[c:9]([CH2:11][O:12][c:13]3[c:14]([O:31][CH3:32])[cH:15][c:16]([CH2:17][O:18][c:19]4[n:20][n:21]([CH2:26][CH2:27][OH:28])[cH:22][c:23]4[CH:24]=[O:25])[cH:29][cH:30]3)[n:10]2)[cH:3][cH:4][cH:5]1>>[o:1]1[c:2](-[c:6]2[o:7][c:8]([CH3:33])[c:9]([CH2:11][O:12][c:13]3[c:14]([O:31][CH3:32])[cH:15][c:16]([CH2:17][O:18][c:19]4[n:20][n:21]([CH2:26][CH2:27][OH:28])[cH:22][c:23]4[CH:24]=[CH:34][P:43]([O:44][CH2:45][CH3:46])([O:47][CH2:48][CH3:49])=[O:50])[cH:29][cH:30]3)[n:10]2)[cH:3][cH:4][cH:5]1. The reactants are EtOAc-IH, O1C(=CC=2C=NC=CC21)C2=NC(=NO2)CN (C-(5-furo[3,2-c]pyridin-2-yl-[1,2,4]oxadiazol-3-yl)methylamine), C(C)(C)(C)OC(=O)N1CCC(CC1)=O (4-oxo-piperidine-1-carboxylic acid tert-butyl ester), Na(AcO)3BH. Solvent: C(Cl)Cl (CH2Cl2). Conditions: time 3 day. The product is C(C)(C)(C)OC(=O)N1CCC(CC1)NCC1=NOC(=N1)C1=CC=2C=NC=CC2O1 (4-[(5-Furo[3,2-c]pyridin-2-yl-[1,2,4]oxadiazol-3-ylmethyl)amino]piperidine-1-carboxylic acid tert-butyl ester). Reaction SMILES: [O:1]1[C:9]2[CH:8]=[CH:7][N:6]=[CH:5][C:4]=2[CH:3]=[C:2]1[C:10]1[O:14][N:13]=[C:12]([CH2:15][NH2:16])[N:11]=1.[C:17]([O:21][C:22]([N:24]1[CH2:29][CH2:28][C:27](=O)[CH2:26][CH2:25]1)=[O:23])([CH3:20])([CH3:19])[CH3:18]>C(Cl)Cl>[C:17]([O:21][C:22]([N:24]1[CH2:29][CH2:28][CH:27]([NH:16][CH2:15][C:12]2[N:11]=[C:10]([C:2]3[O:1][C:9]4[CH:8]=[CH:7][N:6]=[CH:5][C:4]=4[CH:3]=3)[O:14][N:13]=2)[CH2:26][CH2:25]1)=[O:23])([CH3:20])([CH3:18])[CH3:19]. Procedure details: A solution of C-(5-furo[3,2-c]pyridin-2-yl-[1,2,4]oxadiazol-3-yl)methylamine (Preparation 14, 350 mg, 1.62 mmol) and 4-oxo-piperidine-1-carboxylic acid tert-butyl ester (322 mg, 1.62 mmol) in anhydrous CH2Cl2 (5 mL) was stirred for 10 min. Na(AcO)3BH (412 mg, 1.94 mmol) was added, then the mixture was stirred for 3 d. Standard aqueous work-up, followed by column chromatography (EtOAc-IH, 1:1) gave the title compound: m/z (ES+)=400.0 [M+H]+. Starting materials: Cl, NC1CCC(CCN2CCC(c3cccc4c3OCO4)CC2)CC1, O=S(=O)(Cl)c1ccccc1. Yields the product O=S(=O)(NC1CCC(CCN2CCC(c3cccc4c3OCO4)CC2)CC1)c1ccccc1. Reaction SMILES: [ClH:1].[O:2]1[CH2:3][O:4][c:5]2[c:6]1[cH:7][cH:8][cH:9][c:10]2[CH:11]1[CH2:12][CH2:13][N:14]([CH2:17][CH2:18][CH:19]2[CH2:20][CH2:21][CH:22]([NH2:25])[CH2:23][CH2:24]2)[CH2:15][CH2:16]1.[c:26]1([S:32](=[O:33])(=[O:34])[Cl:35])[cH:27][cH:28][cH:29][cH:30][cH:31]1>>[O:2]1[CH2:3][O:4][c:5]2[c:6]1[cH:7][cH:8][cH:9][c:10]2[CH:11]1[CH2:12][CH2:13][N:14]([CH2:17][CH2:18][CH:19]2[CH2:20][CH2:21][CH:22]([NH:25][S:32]([c:26]3[cH:27][cH:28][cH:29][cH:30][cH:31]3)(=[O:33])=[O:34])[CH2:23][CH2:24]2)[CH2:15][CH2:16]1. The reactants are CC1(OB(OC1(C)C)C=1C=NNC1)C (4,4,5,5-Tetramethyl-2-(1H-pyrazol-4-yl)-1,3,2-dioxaborolane), C([O-])([O-])=O.[K+].[K+] (potassium carbonate), BrCC(=O)OC(C)(C)C (t-butyl bromoacetate). Solvent: CN(C(C)=O)C (N,N-dimethylacetamide). Conditions: time 4 hour. The product is C(C)(C)(C)OC(CN1N=CC(=C1)B1OC(C(O1)(C)C)(C)C)=O ([4-(4,4,5,5-tetramethyl-[1,3,2]dioxaborolan-2-yl)-pyrazol-1-yl]-acetic acid t-butyl ester). The yield is 77.0%. Reaction SMILES: [CH3:1][C:2]1([CH3:14])[C:6]([CH3:8])([CH3:7])[O:5][B:4]([C:9]2[CH:10]=[N:11][NH:12][CH:13]=2)[O:3]1.C(=O)([O-])[O-].[K+].[K+].Br[CH2:22][C:23]([O:25][C:26]([CH3:29])([CH3:28])[CH3:27])=[O:24]>CN(C)C(=O)C>[C:26]([O:25][C:23](=[O:24])[CH2:22][N:12]1[CH:13]=[C:9]([B:4]2[O:5][C:6]([CH3:7])([CH3:8])[C:2]([CH3:14])([CH3:1])[O:3]2)[CH:10]=[N:11]1)([CH3:29])([CH3:28])[CH3:27] |f:1.2.3|. Reported procedure: 4,4,5,5-Tetramethyl-2-(1H-pyrazol-4-yl)-1,3,2-dioxaborolane (10 g), N,N-dimethylacetamide (100 ml), potassium carbonate (17.8 g) and t-butyl bromoacetate (9.9 ml) were mixed, and the mixture was stirred at room temperature for 4 hr. The reaction mixture was filtered through celite. Water and ethyl ether were added to the filtrate, and the mixture was partitioned in a separatory funnel. The aqueous layer was extracted with ethyl ether, and the organic layers were combined. The organic layer was w... Reactants: ClC1=CC=C(C=C1)C(C=1C(=NN(C1)C)C(=O)O)NC1=CN(C(C(=C1)F)=O)C (4-((4-chlorophenyl)(5-fluoro-1-methyl-6-oxo-1,6-dihydropyridin-3-ylamino)methyl)-1-methyl-1H-pyrazole-3-carboxylic acid). Run in CCOCC (Et2O). Product: ClC1=CC=C(C=C1)C1N(C(C2=NN(C=C21)C)=O)C2=CN(C(C(=C2)F)=O)C (4-(4-chlorophenyl)-5-(5-fluoro-1-methyl-6-oxo-1,6-dihydropyridin-3-yl)-2-methyl-4,5-dihydropyrrolo[3,4-c]pyrazol-6(2H)-one). Reaction SMILES: [Cl:1][C:2]1[CH:7]=[CH:6][C:5]([CH:8]([NH:18][C:19]2[CH:24]=[C:23]([F:25])[C:22](=[O:26])[N:21]([CH3:27])[CH:20]=2)[C:9]2[C:10]([C:15](O)=[O:16])=[N:11][N:12]([CH3:14])[CH:13]=2)=[CH:4][CH:3]=1>CCOCC>[Cl:1][C:2]1[CH:3]=[CH:4][C:5]([CH:8]2[C:9]3[C:10](=[N:11][N:12]([CH3:14])[CH:13]=3)[C:15](=[O:16])[N:18]2[C:19]2[CH:24]=[C:23]([F:25])[C:22](=[O:26])[N:21]([CH3:27])[CH:20]=2)=[CH:6][CH:7]=1. Procedure details: The title compound was prepared in analogy to the procedure described in Example 1 using 4-((4-chlorophenyl)(5-fluoro-1-methyl-6-oxo-1,6-dihydropyridin-3-ylamino)methyl)-1-methyl-1H-pyrazole-3-carboxylic acid (Step 14.4). Trituration in Et2O was done after purification on silica-gel. tR: 3.46 min (HPLC 1); tR: 0.76 min (LC-MS 2); ESI-MS: 373 [M+H]+ (LC-MS 2); Rf=0.44 (CH2Cl2/MeOH 9:1); 1H NMR (400 MHz, DMSO-d6) δ ppm 3.46 (s, 3H) 3.98 (s, 3H) 6.21 (s, 1H) 7.26 (d, J=7.3 Hz, 2H) 7.38 (d, J=7.3 Hz... The reactants are Cc1ccc(C)c(N)c1, FC(F)(F)c1cc(Cl)nc(-c2cnccn2)n1. As a reaction SMILES: [CH3:18][c:19]1[cH:20][cH:21][c:22]([CH3:23])[c:24]([NH2:25])[cH:26]1.[Cl:1][c:2]1[n:3][c:4](-[c:12]2[n:13][cH:14][cH:15][n:16][cH:17]2)[n:5][c:6]([C:8]([F:9])([F:10])[F:11])[cH:7]1>>[c:2]1([NH:25][c:24]2[c:22]([CH3:23])[cH:21][cH:20][c:19]([CH3:18])[cH:26]2)[n:3][c:4](-[c:12]2[n:13][cH:14][cH:15][n:16][cH:17]2)[n:5][c:6]([C:8]([F:9])([F:10])[F:11])[cH:7]1. The product is Cc1ccc(C)c(Nc2cc(C(F)(F)F)nc(-c3cnccn3)n2)c1. Starting materials: C(#N)C(C(=O)OCC)=CC1=CC=C(C=C1)O (ethyl 2-cyano-3-(4-hydroxyphenyl)-2-propenoate), [C-]#N.[Na+] (sodium cyanide), C(Cl)(Cl)Cl (chloroform), Cl (hydrochloric acid). Reagents/catalysts: [Cl-].C(C1=CC=CC=C1)[N+](CC)(CC)CC (benzyltriethylammonium chloride). Run in O (water). Conditions: time 50 minute. The product is C(#N)C(C(=O)OCC)C(C1=CC=C(C=C1)O)C#N (ethyl 2,3-dicyano-3-(4-hydroxyphenyl)propionate). Isolated yield 13.3%. Reaction SMILES: [C:1]([C:3](=[CH:9][C:10]1[CH:15]=[CH:14][C:13]([OH:16])=[CH:12][CH:11]=1)[C:4]([O:6][CH2:7][CH3:8])=[O:5])#[N:2].[C-:17]#[N:18].[Na+].C(Cl)(Cl)Cl.Cl>[Cl-].C([N+](CC)(CC)CC)C1C=CC=CC=1.O>[C:1]([CH:3]([CH:9]([C:17]#[N:18])[C:10]1[CH:11]=[CH:12][C:13]([OH:16])=[CH:14][CH:15]=1)[C:4]([O:6][CH2:7][CH3:8])=[O:5])#[N:2] |f:1.2,5.6|. Procedure details: A mixture of-ethyl 2-cyano-3-(4-hydroxyphenyl)-2-propenoate (150 g, 0.69 mole), sodium cyanide (35.8 g, 0.73 mole, 5.8 percent excess), chloroform (500 ml), water (450 ml) and benzyltriethylammonium chloride (3.5 g), is stirred under nitrogen at room temperature for 50 minutes. By this time, all the solid reagents are dissolved. Concentrated hydrochloric acid (115 ml) is added to the mixture and the chloroform layer removed. The residue is extracted with ethyl acetate. Each of the organic layers... Reactants: Cl.COC(C1=C(C=CC(=C1)NN)Cl)=O (2-Chloro-5-hydrazino-benzoic acid methyl ester hydrochloride salt), O=CC(=O)O (oxoacetic acid), compound. Solvent: Cl (HCl). Reaction conditions: time 1.5 hour. The product is COC(C1=C(C=CC(=C1)NN=CC(=O)O)Cl)=O (5-(N′-Carboxymethylene-hydrazino)-2-chloro-benzoic acid methyl ester). RXN SMILES: Cl.[CH3:2][O:3][C:4](=[O:14])[C:5]1[CH:10]=[C:9]([NH:11][NH2:12])[CH:8]=[CH:7][C:6]=1[Cl:13].O=[CH:16][C:17]([OH:19])=[O:18]>Cl>[CH3:2][O:3][C:4](=[O:14])[C:5]1[CH:10]=[C:9]([NH:11][N:12]=[CH:16][C:17]([OH:19])=[O:18])[CH:8]=[CH:7][C:6]=1[Cl:13] |f:0.1|. Procedure details: 2-Chloro-5-hydrazino-benzoic acid methyl ester hydrochloride salt (2.0 g, 8.5 mmol) and oxoacetic acid (1.0 g, 10 mmol) were taken up in 10% HCl and stirred at ambient temperature for 1.5 hours. The resulting orange precipitate was collected by filtration. The filter cake was taken up in EtOAc, washed with brine, and dried over sodium sulfate. Concentration in vacuo yielded the above named compound (1.2 g). Reactants: 48, Br (HBr), COC(=O)C=1C=C(C=C2C1CC(O2)C)OC (2,3-dihydro-6-methoxy-2-methyl-4-benzofurancarboxylic acid methyl ester). The solvent is C(C)(=O)O (acetic acid). Yields the product OC=1C=C2C(CC(O2)C)=C(C1)C(=O)O (2,3-dihydro-6-hydroxy-2-methyl-4-benzofurancarboxylic acid). RXN SMILES: C[O:2][C:3]([C:5]1[CH:6]=[C:7]([O:15]C)[CH:8]=[C:9]2[O:13][CH:12]([CH3:14])[CH2:11][C:10]=12)=[O:4].Br>C(O)(=O)C>[OH:15][C:7]1[CH:8]=[C:9]2[O:13][CH:12]([CH3:14])[CH2:11][C:10]2=[C:5]([C:3]([OH:4])=[O:2])[CH:6]=1. Procedure details: To a solution of 35 grams of 2,3-dihydro-6-methoxy-2-methyl-4-benzofurancarboxylic acid methyl ester, prepared in Example 1, in 160 cc of acetic acid, 60 cc of 48%HBr are added and the resulting mixture is refluxed for 16 hours. After this time the reaction mixture is concentrated to dryness and the residue is dissolved in concentrated NaOH. The obtained solution, heated in a hot water-bath for 2 hours, is then cooled, acidified with concentrated HCl and extracted with ether. Evaporation of the ...